This data is from the Open Reaction Database (ORD), a public repository of structured organic reaction records. The task is: describe an organic reaction: reactants, conditions, products, and yield Starting materials: CCN=C=NCCCN(C)C, CN(C)C=O, CCOC(C)=O, O=C(O)C1CCN(c2cccc(Cl)c2)CC1, Cl, Nc1cccc2c1CC(O)CC2, On1nnc2ccccc21. Yields the product O=C(Nc1cccc2c1CC(O)CC2)C1CCN(c2cccc(Cl)c2)CC1. Reaction SMILES: [CH3:40][N:41]([CH3:42])[CH2:43][CH2:44][CH2:45][N:46]=[C:47]=[N:48][CH2:49][CH3:50].[CH3:51][N:52]([CH3:53])[CH:54]=[O:55].[CH3:56][CH2:57][O:58][C:59](=[O:60])[CH3:61].[Cl:1][c:2]1[cH:3][c:4]([N:8]2[CH2:9][CH2:10][CH:11]([C:14](=[O:15])[OH:16])[CH2:12][CH2:13]2)[cH:5][cH:6][cH:7]1.[ClH:39].[OH:17][CH:18]1[CH2:19][CH2:20][c:21]2[cH:22][cH:23][cH:24][c:25]([NH2:28])[c:26]2[CH2:27]1.[OH:29][n:30]1[c:31]2[cH:32][cH:33][cH:34][cH:35][c:36]2[n:37][n:38]1>>[Cl:1][c:2]1[cH:3][c:4]([N:8]2[CH2:9][CH2:10][CH:11]([C:14](=[O:16])[NH:28][c:25]3[cH:24][cH:23][cH:22][c:21]4[c:26]3[CH2:27][CH:18]([OH:17])[CH2:19][CH2:20]4)[CH2:12][CH2:13]2)[cH:5][cH:6][cH:7]1. Reactants: C([O-])([O-])=O.[K+].[K+] (Potassium carbonate), BrCCCCCC#N (6-bromocapronitrile), O.S.[Na] (Sodium hydrogen sulfide monohydrate), ClC1=NSN=C1C=1C=NC=CC1 (3-(3-chloro-1,2,5-thiadiazol-4-yl)pyridine). Solvent: CN(C)C=O (DMF), O (Water). Run at time 1 hour. Yields the product C(#N)CCCCCSC1=NSN=C1C=1C=NC=CC1 (3-(3-(5-Cyanopentylthio)-1,2,5-thiadiazol-4-yl)pyridine). Reaction SMILES: O.[SH2:2].[Na].Cl[C:5]1[C:9]([C:10]2[CH:11]=[N:12][CH:13]=[CH:14][CH:15]=2)=[N:8][S:7][N:6]=1.C(=O)([O-])[O-].[K+].[K+].Br[CH2:23][CH2:24][CH2:25][CH2:26][CH2:27][C:28]#[N:29]>CN(C=O)C.O>[C:28]([CH2:27][CH2:26][CH2:25][CH2:24][CH2:23][S:2][C:5]1[C:9]([C:10]2[CH:11]=[N:12][CH:13]=[CH:14][CH:15]=2)=[N:8][S:7][N:6]=1)#[N:29] |f:0.1.2,4.5.6,^1:2|. Procedure: Sodium hydrogen sulfide monohydrate (0.25 g, 3.3 mmol) was added to a solution of 3-(3-chloro-1,2,5-thiadiazol-4-yl)pyridine (0.59 g, 3.0 mmol) in DMF (20 ml) at room temperature and the reaction mixture was stirred for 1 h. Potassium carbonate (1.24 g, 9 mmol) and 6-bromocapronitrile (0.80 g, 4.5 mmol) were added and the reaction mixture was stirred for additionally 24 h. Water (50 ml) was added and extracted with ether. The combined ether phases were dried and evaporated to give the title comp... Starting materials: CCOC(=O)C=Cc1ccc(N2CCC(NCC(O)c3ccc(O)c(NS(C)(=O)=O)c3)CC2)cc1, CC(=O)O, CCO, [Na+], [OH-]. Product: CS(=O)(=O)Nc1cc(C(O)CNC2CCN(c3ccc(C=CC(=O)O)cc3)CC2)ccc1O. RXN SMILES: [CH2:1]([CH3:2])[O:3][C:4]([CH:5]=[CH:6][c:7]1[cH:8][cH:9][c:10]([N:13]2[CH2:14][CH2:15][CH:16]([NH:19][CH2:20][CH:21]([c:22]3[cH:23][c:24]([NH:29][S:30](=[O:31])(=[O:32])[CH3:33])[c:25]([OH:28])[cH:26][cH:27]3)[OH:34])[CH2:17][CH2:18]2)[cH:11][cH:12]1)=[O:35].[CH3:38][C:39](=[O:40])[OH:41].[CH3:42][CH2:43][OH:44].[Na+:37].[OH-:36]>>[O:3]=[C:4]([CH:5]=[CH:6][c:7]1[cH:8][cH:9][c:10]([N:13]2[CH2:14][CH2:15][CH:16]([NH:19][CH2:20][CH:21]([c:22]3[cH:23][c:24]([NH:29][S:30](=[O:31])(=[O:32])[CH3:33])[c:25]([OH:28])[cH:26][cH:27]3)[OH:34])[CH2:17][CH2:18]2)[cH:11][cH:12]1)[OH:35].